From a dataset of the Open Reaction Database (ORD), a public repository of structured organic reaction records. describe an organic reaction: reactants, conditions, products, and yield The product is CC(C)Cc1ccc(COC(=O)C23CCC(NCC(=O)N4CC(F)CC4C#N)(CC2)CC3)cc1. Starting materials: N#CC1CC(F)CN1C(=O)CNC12CCC(C(=O)O)(CC1)CC2, CC(C)Cc1ccc(CBr)cc1. As a reaction SMILES: [C:1](=[O:2])([OH:3])[C:4]12[CH2:5][CH2:6][C:7]([NH:12][CH2:13][C:14](=[O:15])[N:16]3[CH:17]([C:22]#[N:23])[CH2:18][CH:19]([F:21])[CH2:20]3)([CH2:8][CH2:9]1)[CH2:10][CH2:11]2.[CH3:24][CH:25]([CH2:26][c:27]1[cH:28][cH:29][c:30]([CH2:31][Br:32])[cH:33][cH:34]1)[CH3:35]>>[C:1]([O:2][CH2:31][c:30]1[cH:29][cH:28][c:27]([CH2:26][CH:25]([CH3:24])[CH3:35])[cH:34][cH:33]1)(=[O:3])[C:4]12[CH2:5][CH2:6][C:7]([NH:12][CH2:13][C:14](=[O:15])[N:16]3[CH:17]([C:22]#[N:23])[CH2:18][CH:19]([F:21])[CH2:20]3)([CH2:8][CH2:9]1)[CH2:10][CH2:11]2.